Dataset: the Open Reaction Database (ORD), a public repository of structured organic reaction records. Task: describe an organic reaction: reactants, conditions, products, and yield Starting materials: BrCC#N (Bromoacetonitrile), C(C)(C)N(C(C)C)CC (N,N-diisopropylethylamine), N(=[N+]=[N-])CC(C[C@@H](C(=O)O)NC(=O)OC(C)(C)C)SSC(C)(C)C ((S)-5-azido-2-tert-butoxycarbonylamino-4-tert-butyldisulfanyl-pentanoic acid), N(=[N+]=[N-])CC(C[C@@H](C(=O)O)NC(=O)OC(C)(C)C)SSC(C)(C)C ((S)-5-azido-2-tert-butoxycarbonylamino-4-tert-butyldisulfanyl-pentanoic acid). Solvent: C(C)#N (acetonitrile). Conditions: time 2 hour. Yields the product C(#N)COC([C@H](CC(CN=[N+]=[N-])SSC(C)(C)C)NC(=O)OC(C)(C)C)=O ((S)-5-azido-2-tert-butoxycarbonylamino-4-tert-butyldisulfanyl-pentanoic acid cyanomethyl ester). The yield is 94.5%. As a reaction SMILES: Br[CH2:2][C:3]#[N:4].C(N(CC)C(C)C)(C)C.[N:14]([CH2:17][CH:18]([S:32][S:33][C:34]([CH3:37])([CH3:36])[CH3:35])[CH2:19][C@H:20]([NH:24][C:25]([O:27][C:28]([CH3:31])([CH3:30])[CH3:29])=[O:26])[C:21]([OH:23])=[O:22])=[N+:15]=[N-:16]>C(#N)C>[C:3]([CH2:2][O:23][C:21](=[O:22])[C@@H:20]([NH:24][C:25]([O:27][C:28]([CH3:31])([CH3:30])[CH3:29])=[O:26])[CH2:19][CH:18]([S:32][S:33][C:34]([CH3:37])([CH3:35])[CH3:36])[CH2:17][N:14]=[N+:15]=[N-:16])#[N:4]. Procedure details: Bromoacetonitrile (62 μl, 0.911 mmol) and N,N-diisopropylethylamine (79 μl, 0.456 mmol) were added to a solution of (S)-5-azido-2-tert-butoxycarbonylamino-4-tert-butyldisulfanyl-pentanoic acid (Compound 40a) (115 mg, 0.304 mmol) in acetonitrile (1 ml), and the reaction solution was stirred at room temperature for 2 hours. The reaction mixture was extracted with ethyl acetate/saturated ammonium chloride, and the organic layer was washed with brine. The organic layer was dried over anhydrous sodiu... Starting materials: OC1=NC=C(N=C1N1CCOCC1)N (2-hydroxy-3-morpholino-5-aminopyrazine), P(=O)(Cl)(Cl)Cl (phosphorus oxychloride). The product is ClC1=NC=C(N=C1N1CCOCC1)N (2-chloro-3-morpholino-5-aminopyrazine). As a reaction SMILES: O[C:2]1[C:7]([N:8]2[CH2:13][CH2:12][O:11][CH2:10][CH2:9]2)=[N:6][C:5]([NH2:14])=[CH:4][N:3]=1.P(Cl)(Cl)([Cl:17])=O>>[Cl:17][C:2]1[C:7]([N:8]2[CH2:13][CH2:12][O:11][CH2:10][CH2:9]2)=[N:6][C:5]([NH2:14])=[CH:4][N:3]=1. Procedure: Treatment of the 2-hydroxy-3-morpholino-5-aminopyrazine with phosphorus oxychloride by the method described in Preparation 13, Step B, gives the desired 2-chloro-3-morpholino-5-aminopyrazine. Starting materials: [Cl-].[Ce+3].[Cl-].[Cl-] (cerium chloride), [I-].[Na+] (sodium iodide), BrCC(=O)C=1C=C2CCNC2=CC1 (2-bromo-1-(5-indolinyl)-ethanone), C(C1=CC=CC=C1)N1CCC(CC1)=O (N-benzyl-4-piperidone). Solvent: O1CCCC1 (tetrahydrofuran), O1CCCC1 (tetrahydrofuran). Conditions: time 2 hour. Yields the product Cl.C(C1=CC=CC=C1)N1CCC(CC1)(O)CC(=O)C=1C=C2CCNC2=CC1 (N-benzyl-4-(2-(5-indolinyl)-2-oxoethyl)-4-piperidinol hydrochloride). The yield is 41.4%. Reaction SMILES: [Cl-:1].[Ce+3].[Cl-].[Cl-].[I-].[Na+].Br[CH2:8][C:9]([C:11]1[CH:12]=[C:13]2[C:17](=[CH:18][CH:19]=1)[NH:16][CH2:15][CH2:14]2)=[O:10].[CH2:20]([N:27]1[CH2:32][CH2:31][C:30](=[O:33])[CH2:29][CH2:28]1)[C:21]1[CH:26]=[CH:25][CH:24]=[CH:23][CH:22]=1>O1CCCC1>[ClH:1].[CH2:20]([N:27]1[CH2:32][CH2:31][C:30]([CH2:8][C:9]([C:11]2[CH:12]=[C:13]3[C:17](=[CH:18][CH:19]=2)[NH:16][CH2:15][CH2:14]3)=[O:10])([OH:33])[CH2:29][CH2:28]1)[C:21]1[CH:22]=[CH:23][CH:24]=[CH:25][CH:26]=1 |f:0.1.2.3,4.5,9.10|. Procedure: Anhydrous cerium chloride (0.99 g, 4.0 mmol) and sodium iodide (1.8 g, 12.0 mmol) are added to 10 ml of anhydrous tetrahydrofuran as a solvent to form a suspension. Dissolving 0.96 g (4.0 mmol) of 2-bromo-1-(5-indolinyl)-ethanone and 0.76 g (4.0 mmol) of N-benzyl-4-piperidone into 10 ml of anhydrous tetrahydrofuran, and the solution is added dropwise to the above suspension and reacting at room temperature for 2 hours. Operating according to the post-treatment procedure in General Method three t... Starting materials: N#CCc1cccc(C(=O)c2ccccc2)c1, COC(=O)OC, [K+], [K+], O=C([O-])[O-]. The product is CC(C#N)c1cccc(C(=O)c2ccccc2)c1. As a reaction SMILES: [C:1]([c:2]1[cH:3][cH:4][cH:5][cH:6][cH:7]1)(=[O:8])[c:9]1[cH:10][c:11]([CH2:15][C:16]#[N:17])[cH:12][cH:13][cH:14]1.[CH3:18][O:19][C:20]([O:21][CH3:22])=[O:23].[K+:24].[K+:25].[O-:26][C:27]([O-:28])=[O:29]>>[C:1]([c:2]1[cH:3][cH:4][cH:5][cH:6][cH:7]1)(=[O:8])[c:9]1[cH:10][c:11]([CH:15]([C:16]#[N:17])[CH3:18])[cH:12][cH:13][cH:14]1. The reactants are C(C)(C)(C)OC(NCCC(NC1=CC=C(C=C1)I)=O)=O ([2-(4-Iodophenylcarbamoyl)ethyl]carbamic acid tert-butyl ester), C(C1=CC=CC=C1)OC(NCCC#C)=O (But-3-ynyl-carbamic acid benzyl ester). Reagents/catalysts: Cl[Pd]([P](C1=CC=CC=C1)(C2=CC=CC=C2)C3=CC=CC=C3)([P](C4=CC=CC=C4)(C5=CC=CC=C5)C6=CC=CC=C6)Cl (trans-dichlorobis-(triphenylphosphine)palladium (II)), [Cu](I)I (copper iodide). The solvent is C(C)N(CC)CC (triethylamine). Conditions: time 20 minute. The product is C(C1=CC=CC=C1)OC(NCCC#CC1=CC=C(C=C1)NC(CCNC(=O)OC(C)(C)C)=O)=O ({4-[4-(3-tert-Butoxycarbonylaminopropionylamino)phenyl]-but-3-ynyl}carbamic acid benzyl ester). RXN SMILES: [C:1]([O:5][C:6](=[O:20])[NH:7][CH2:8][CH2:9][C:10](=[O:19])[NH:11][C:12]1[CH:17]=[CH:16][C:15](I)=[CH:14][CH:13]=1)([CH3:4])([CH3:3])[CH3:2].[CH2:21]([O:28][C:29](=[O:35])[NH:30][CH2:31][CH2:32][C:33]#[CH:34])[C:22]1[CH:27]=[CH:26][CH:25]=[CH:24][CH:23]=1>Cl[Pd](Cl)([P](C1C=CC=CC=1)(C1C=CC=CC=1)C1C=CC=CC=1)[P](C1C=CC=CC=1)(C1C=CC=CC=1)C1C=CC=CC=1.[Cu](I)I.C(N(CC)CC)C>[CH2:21]([O:28][C:29](=[O:35])[NH:30][CH2:31][CH2:32][C:33]#[C:34][C:15]1[CH:16]=[CH:17][C:12]([NH:11][C:10](=[O:19])[CH2:9][CH2:8][NH:7][C:6]([O:5][C:1]([CH3:4])([CH3:3])[CH3:2])=[O:20])=[CH:13][CH:14]=1)[C:22]1[CH:27]=[CH:26][CH:25]=[CH:24][CH:23]=1 |^1:38,57|. Reported procedure: To a solution of [2-(4-iodophenylcarbamoyl)ethyl]carbamic acid tert-butyl ester 310 (1.5 g, 3.84 mmol), and triethylamine (40 mL) was added trans-dichlorobis-(triphenylphosphine)palladium (II) (Ph3P, PdCl2, 0.27 g, 0.38 mmol). The reaction mixture was stirred for 20 minutes when it became a clear solution. But-3-ynyl-carbamic acid benzyl ester (0.94 g, 4.6 mmol) and copper iodide (0.14 g, 0.768 mmol) were then added and the reaction was further stirred at room temperature for 18 hours. The solve... Starting materials: C(C1=CC=CC=C1)NC(=O)N (benzylurea), C(C1=CC=CC=C1)C(C(=O)OCC)C(=O)OCC (diethyl benzylmalonate), C[O-].[Na+] (sodium methylate). Solvent: CO (methanol). Yields the product C(C1=CC=CC=C1)N1C(NC(C(C1=O)CC1=CC=CC=C1)=O)=O (3,5-dibenzylpyrimidine-2,4,6(1H,3H)-trione). RXN SMILES: [CH2:1]([NH:8][C:9]([NH2:11])=[O:10])[C:2]1[CH:7]=[CH:6][CH:5]=[CH:4][CH:3]=1.[CH2:12]([CH:19]([C:25](OCC)=[O:26])[C:20](OCC)=[O:21])[C:13]1[CH:18]=[CH:17][CH:16]=[CH:15][CH:14]=1.C[O-].[Na+]>CO>[CH2:1]([N:8]1[C:25](=[O:26])[CH:19]([CH2:12][C:13]2[CH:18]=[CH:17][CH:16]=[CH:15][CH:14]=2)[C:20](=[O:21])[NH:11][C:9]1=[O:10])[C:2]1[CH:7]=[CH:6][CH:5]=[CH:4][CH:3]=1 |f:2.3|. Reported procedure: To a suspension of 22.53 g (150 mmol) of benzylurea and 37.5 g (150 mmol) of diethyl benzylmalonate in 77 ml of methanol, 36.6 ml (150 mmol) of a 4.1M sodium methylate solution was added at room temperature, followed by refluxing for 16 hours. After the reaction mixture was cooled, the solvent was distilled off. After the residue was dissolved in water and insoluble substances were filtered out, the filtrate was adjusted to pH 3-4 by adding concentrated hydrochloric acid. The resulting precipita...